Dataset: the Open Reaction Database (ORD), a public repository of structured organic reaction records. Task: describe an organic reaction: reactants, conditions, products, and yield Reactants: CC(C)(C)OC(=O)N1CCC(O)CC1, Cc1cc(O)ccc1[N+](=O)[O-], CC(C)OC(=O)N=NC(=O)OC(C)C, C1CCOC1, c1ccc(P(c2ccccc2)c2ccccc2)cc1. The product is Cc1cc(OC2CCN(C(=O)OC(C)(C)C)CC2)ccc1[N+](=O)[O-]. Reaction SMILES: [C:26]([CH3:27])([CH3:28])([CH3:29])[O:30][C:31](=[O:32])[N:33]1[CH2:34][CH2:35][CH:36]([OH:39])[CH2:37][CH2:38]1.[CH3:15][c:16]1[cH:17][c:18]([OH:19])[cH:20][cH:21][c:22]1[N+:23]([O-:24])=[O:25].[O:1]=[C:2]([O:3][CH:4]([CH3:5])[CH3:6])[N:7]=[N:8][C:9]([O:10][CH:11]([CH3:12])[CH3:13])=[O:14].[O:59]1[CH2:60][CH2:61][CH2:62][CH2:63]1.[c:40]1([P:41]([c:42]2[cH:43][cH:44][cH:45][cH:46][cH:47]2)[c:48]2[cH:49][cH:50][cH:51][cH:52][cH:53]2)[cH:54][cH:55][cH:56][cH:57][cH:58]1>>[CH3:15][c:16]1[cH:17][c:18]([O:19][CH:36]2[CH2:35][CH2:34][N:33]([C:31]([O:30][C:26]([CH3:27])([CH3:28])[CH3:29])=[O:32])[CH2:38][CH2:37]2)[cH:20][cH:21][c:22]1[N+:23]([O-:24])=[O:25].